Dataset: the Open Reaction Database (ORD), a public repository of structured organic reaction records. Task: describe an organic reaction: reactants, conditions, products, and yield Reactants: CN(C)C(=O)c1cnc(Br)s1, CN(C)C=O, [H-], [H][H], [Na+], O, C=CCO. Product: C=CCOc1ncc(C(=O)N(C)C)s1. RXN SMILES: [Br:9][c:10]1[s:11][c:12]([C:15]([N:16]([CH3:17])[CH3:18])=[O:19])[cH:13][n:14]1.[CH3:20][N:21]([CH3:22])[CH:23]=[O:24].[H-:1].[H:7][H:8].[Na+:2].[OH2:25].[OH:3][CH2:4][CH:5]=[CH2:6]>>[O:3]([CH2:4][CH:5]=[CH2:6])[c:10]1[s:11][c:12]([C:15]([N:16]([CH3:17])[CH3:18])=[O:19])[cH:13][n:14]1. Starting materials: ClCCl, O=C(Cl)C1(c2ccc3c(c2)OC(F)(F)O3)CC1, COC(=O)c1ccc(N)nc1-c1cccc(C(=O)OC(C)(C)C)c1, c1ccncc1. Product: COC(=O)c1ccc(NC(=O)C2(c3ccc4c(c3)OC(F)(F)O4)CC2)nc1-c1cccc(C(=O)OC(C)(C)C)c1. As a reaction SMILES: [Cl:48][CH2:49][Cl:50].[F:25][C:26]1([F:41])[O:27][c:28]2[c:29]([cH:31][cH:32][c:33]([C:35]3([C:38](=[O:39])[Cl:40])[CH2:36][CH2:37]3)[cH:34]2)[O:30]1.[NH2:1][c:2]1[n:3][c:4](-[c:12]2[cH:13][c:14]([C:18](=[O:19])[O:20][C:21]([CH3:22])([CH3:23])[CH3:24])[cH:15][cH:16][cH:17]2)[c:5]([C:6](=[O:7])[O:8][CH3:9])[cH:10][cH:11]1.[cH:42]1[cH:43][cH:44][n:45][cH:46][cH:47]1>>[NH:1]([c:2]1[n:3][c:4](-[c:12]2[cH:13][c:14]([C:18](=[O:19])[O:20][C:21]([CH3:22])([CH3:23])[CH3:24])[cH:15][cH:16][cH:17]2)[c:5]([C:6](=[O:7])[O:8][CH3:9])[cH:10][cH:11]1)[C:38]([C:35]1([c:33]2[cH:32][cH:31][c:29]3[c:28]([cH:34]2)[O:27][C:26]([F:25])([F:41])[O:30]3)[CH2:36][CH2:37]1)=[O:39]. The reactants are C1COCCN1, CCCCO, ClCCCOc1ccc(CN2CCCCC2)cc1, [I-], [K+], [Na+], [Na+], O=C([O-])[O-], O. Yields the product c1cc(OCCCN2CCOCC2)ccc1CN1CCCCC1. As a reaction SMILES: [CH2:19]1[CH2:20][O:21][CH2:22][CH2:23][NH:24]1.[CH2:33]([OH:34])[CH2:35][CH2:36][CH3:37].[Cl:1][CH2:2][CH2:3][CH2:4][O:5][c:6]1[cH:7][cH:8][c:9]([CH2:10][N:11]2[CH2:12][CH2:13][CH2:14][CH2:15][CH2:16]2)[cH:17][cH:18]1.[I-:32].[K+:31].[Na+:25].[Na+:26].[O-:27][C:28](=[O:29])[O-:30].[OH2:38]>>[CH2:2]([CH2:3][CH2:4][O:5][c:6]1[cH:7][cH:8][c:9]([CH2:10][N:11]2[CH2:12][CH2:13][CH2:14][CH2:15][CH2:16]2)[cH:17][cH:18]1)[N:24]1[CH2:19][CH2:20][O:21][CH2:22][CH2:23]1. Reactants: CCO, CCOC(=O)C(CCc1ccccc1)CC(=O)c1ccc(-c2ccc([N+](=O)[O-])cc2)cc1C, Cl, [Fe], O. Yields the product CCOC(=O)C(CCc1ccccc1)CC(=O)c1ccc(-c2ccc(N)cc2)cc1C. RXN SMILES: [CH2:37]([OH:38])[CH3:39].[CH3:1][c:2]1[cH:3][c:4](-[c:25]2[cH:26][cH:27][c:28]([N+:31]([O-:32])=[O:33])[cH:29][cH:30]2)[cH:5][cH:6][c:7]1[C:8]([CH2:9][CH:10]([C:11](=[O:12])[O:13][CH2:14][CH3:15])[CH2:16][CH2:17][c:18]1[cH:19][cH:20][cH:21][cH:22][cH:23]1)=[O:24].[ClH:34].[Fe:35].[OH2:36]>>[CH3:1][c:2]1[cH:3][c:4](-[c:25]2[cH:26][cH:27][c:28]([NH2:31])[cH:29][cH:30]2)[cH:5][cH:6][c:7]1[C:8]([CH2:9][CH:10]([C:11](=[O:12])[O:13][CH2:14][CH3:15])[CH2:16][CH2:17][c:18]1[cH:19][cH:20][cH:21][cH:22][cH:23]1)=[O:24]. The reactants are C(CCC)OCCl (chloromethyl butyl ether), C(C=C)N(C)C (allyl dimethylamine). Solvent: C(C)(=O)OCC (ethyl acetate). Reaction conditions: time 24 hour. Yields the product [Cl-].C(C=C)[N+](C)(C)COCCCC (Allyl n-butoxymethyl dimethylammonium chloride). Reaction SMILES: [CH2:1]([O:5][CH2:6][Cl:7])[CH2:2][CH2:3][CH3:4].[CH2:8]([N:11]([CH3:13])[CH3:12])[CH:9]=[CH2:10]>C(OCC)(=O)C>[Cl-:7].[CH2:8]([N+:11]([CH2:6][O:5][CH2:1][CH2:2][CH2:3][CH3:4])([CH3:13])[CH3:12])[CH:9]=[CH2:10] |f:3.4|. Reported procedure: 24.7 grams of chloromethyl butyl ether was added to 17 grams of allyl dimethylamine in 32 grams of ethyl acetate. The reaction was highly exothermic and two layers formed very rapidly. Stirring was continued at 25° C. for 24 hours, after which the solvent was removed by vacuum. Chloride analysis of the rather viscous liquid product indicated 91% of theoretical. Starting materials: BrCC1CCCCO1, O=C1Nc2cccc(Cl)c2C12COc1cc3c(cc12)OCO3, ClCc1ccc(Cl)s1, O=C1Nc2ccccc2C12COc1cc3c(cc12)CCO3. The product is O=C1N(Cc2ccc(Cl)s2)c2cccc(Cl)c2C12COc1cc3c(cc12)OCO3. Reaction SMILES: [Br:9][CH2:10][CH:11]1[CH2:12][CH2:13][CH2:14][CH2:15][O:16]1.[Cl:17][c:18]1[c:19]2[c:20]([cH:21][cH:22][cH:23]1)[NH:24][C:25](=[O:38])[C:26]21[CH2:27][O:28][c:29]2[c:30]1[cH:31][c:32]1[c:33]([cH:37]2)[O:34][CH2:35][O:36]1.[Cl:1][c:2]1[s:3][c:4]([CH2:7][Cl:8])[cH:5][cH:6]1.[NH:39]1[c:40]2[c:41]([cH:42][cH:43][cH:44][cH:45]2)[C:46]2([CH2:47][O:48][c:49]3[cH:50][c:51]4[c:52]([cH:53][c:54]32)[CH2:55][CH2:56][O:57]4)[C:58]1=[O:59]>>[Cl:1][c:2]1[s:3][c:4]([CH2:7][N:24]2[c:20]3[c:19]([c:18]([Cl:17])[cH:23][cH:22][cH:21]3)[C:26]3([C:25]2=[O:38])[CH2:27][O:28][c:29]2[c:30]3[cH:31][c:32]3[c:33]([cH:37]2)[O:34][CH2:35][O:36]3)[cH:5][cH:6]1.